This data is from the Open Reaction Database (ORD), a public repository of structured organic reaction records. The task is: describe an organic reaction: reactants, conditions, products, and yield The reactants are ice, Cl (HCl), [Cl-].[Al+3].[Cl-].[Cl-] (aluminium chloride), C1(=CC=CC=C1)OC (anisole), ClC1=CC=C(C(=O)Cl)C=C1 (4-chlorobenzoyl chloride). Solvent: C(Cl)Cl (methylene chloride). Run at temperature 25 celsius. Yields the product ClC1=CC=C(C=C1)C(C1=CC=C(C=C1)O)=O (4'-chloro-4-hydroxybenzophenone). RXN SMILES: [Cl-].[Al+3].[Cl-].[Cl-].[C:5]1([O:11]C)[CH:10]=[CH:9][CH:8]=[CH:7][CH:6]=1.[Cl:13][C:14]1[CH:22]=[CH:21][C:17]([C:18](Cl)=[O:19])=[CH:16][CH:15]=1.Cl>C(Cl)Cl>[Cl:13][C:14]1[CH:22]=[CH:21][C:17]([C:18](=[O:19])[C:8]2[CH:7]=[CH:6][C:5]([OH:11])=[CH:10][CH:9]=2)=[CH:16][CH:15]=1 |f:0.1.2.3|. Procedure details: 510 g of aluminium chloride (3.82 M), then 3.5 l of dry methylene chloride, and, slowly, 430 g (4 M) of anisole are added to a 5-liter flask; the flask is cooled to maintain the temperature at about 25° C., and 600 g (3.44 M) of 4-chlorobenzoyl chloride is then added dropwise; the reaction mixture is next heated 6 hours under reflux, is left to cool to about 25° C., and the reaction mixture is poured onto 5 kg of ice and 0.5 l of concentrated HCl; the mixture is stirred well during this hydrolys... The reactants are C(C)(=O)NC1=C(C=C(C=C1)SC#N)[N+](=O)[O-] (1-acetamido-2-nitro-4-thiocyanatobenzene), C(C1=CC=CC=C1)Br (benzylbromide), CN(C=O)C (dimethylformamide), [BH4-].[Na+] (sodium borohydride). The solvent is O (water). Run at time 1 hour. The product is C(C)(=O)NC1=C(C=C(C=C1)SCC1=CC=CC=C1)[N+](=O)[O-] (1-acetamido-2-nitro-4-benzylthiobenzene). As a reaction SMILES: [C:1]([NH:4][C:5]1[CH:10]=[CH:9][C:8]([S:11][C:12]#N)=[CH:7][C:6]=1[N+:14]([O-:16])=[O:15])(=[O:3])[CH3:2].CN(C)C=O.[BH4-].[Na+].C(Br)[C:25]1[CH:30]=[CH:29][CH:28]=[CH:27][CH:26]=1>O>[C:1]([NH:4][C:5]1[CH:10]=[CH:9][C:8]([S:11][CH2:12][C:25]2[CH:30]=[CH:29][CH:28]=[CH:27][CH:26]=2)=[CH:7][C:6]=1[N+:14]([O-:16])=[O:15])(=[O:3])[CH3:2] |f:2.3|. Procedure details: 2.37 G. of 1-acetamido-2-nitro-4-thiocyanatobenzene is dissolved in 10 ml. of dimethylformamide under nitrogen and 0.38 g. of sodium borohydride added at 20°-30° C. The mixture is stirred for one hour and then 2.4 ml. of benzylbromide is added. After a further 2 hours the mixture is diluted with water and the product filtered off and washed with water and hexane. Recrystallation from methanol gives pure 1-acetamido-2-nitro-4-benzylthiobenzene. The reactants are C([O-])([O-])=O.[Na+].[Na+] (Sodium carbonate), C12C(C3CC(CC(C1)C3)C2)NC(=O)C=2C(=NC(=CC2)Cl)Cl (N-(2-adamantyl)-2,6-dichloro-pyridine-3-carboxamide), C1(CCCC1)S (cyclopentyl mercaptan). Run in CN(C)C=O (DMF). Run at temperature 60 celsius, time 6 hour. Yields the product C12C(C3CC(CC(C1)C3)C2)NC(=O)C=2C(=NC(=CC2)Cl)SC2CCCC2 (N-(2-adamantyl)-6-chloro-2-cyclopentylsulfanyl-pyridine-3-carboxamide). Reaction SMILES: C(=O)([O-])[O-].[Na+].[Na+].[CH:7]12[CH2:16][CH:11]3[CH2:12][CH:13]([CH2:15][CH:9]([CH2:10]3)[CH:8]1[NH:17][C:18]([C:20]1[C:21](Cl)=[N:22][C:23]([Cl:26])=[CH:24][CH:25]=1)=[O:19])[CH2:14]2.[CH:28]1([SH:33])[CH2:32][CH2:31][CH2:30][CH2:29]1>CN(C=O)C>[CH:9]12[CH2:15][CH:13]3[CH2:12][CH:11]([CH2:16][CH:7]([CH2:14]3)[CH:8]1[NH:17][C:18]([C:20]1[C:21]([S:33][CH:28]3[CH2:32][CH2:31][CH2:30][CH2:29]3)=[N:22][C:23]([Cl:26])=[CH:24][CH:25]=1)=[O:19])[CH2:10]2 |f:0.1.2|. Procedure: Anhydrous Sodium carbonate (2.201 mL, 52.58 mmol) was added in one portion to N-(2-adamantyl)-2,6-dichloro-pyridine-3-carboxamide (5.7 g, 17.53 mmol) and cyclopentyl mercaptan (1.885 mL, 17.53 mmol) in DMF (50 mL) under nitrogen. The resulting suspension was stirred at 60° C. for 6 hours. Starting materials: [H-].[Al+3].[Li+].[H-].[H-].[H-] (Lithium aluminum hydride), C(C)[C@@]1(CC([C@]2(C)[C@@H]1[C@@H]1CCC=3C=C(C=CC3[C@H]1CC2)OC)=O)C (15β-Ethyl-3-methoxy-15α-methylestra-1,3,5 (10)-trien-17-one), [Cl-].[NH4+] (ammonium chloride). Solvent: O1CCCC1 (tetrahydrofuran). Reaction conditions: temperature 0 celsius, time 5 minute. Yields the product CC[C@]1(C[C@H]([C@]2(C)[C@@H]1[C@@H]1CCC=3C=C(C=CC3[C@H]1CC2)OC)O)C (15β-Ethyl-3-methoxy-15β-methylestra-1,3,5 (10)-trien-17α-ol). The yield is 90.3%. As a reaction SMILES: [H-].[Al+3].[Li+].[H-].[H-].[H-].[CH2:7]([C@@:9]1([CH3:30])[C@H:14]2[C@H:15]3[C@H:24]([CH2:25][CH2:26][C@:12]2([CH3:13])[C:11](=[O:29])[CH2:10]1)[C:23]1[CH:22]=[CH:21][C:20]([O:27][CH3:28])=[CH:19][C:18]=1[CH2:17][CH2:16]3)[CH3:8].[Cl-].[NH4+]>O1CCCC1>[CH3:8][CH2:7][C@:9]1([CH3:30])[C@H:14]2[C@H:15]3[C@H:24]([CH2:25][CH2:26][C@:12]2([CH3:13])[C@H:11]([OH:29])[CH2:10]1)[C:23]1[CH:22]=[CH:21][C:20]([O:27][CH3:28])=[CH:19][C:18]=1[CH2:17][CH2:16]3 |f:0.1.2.3.4.5,7.8|. Reported procedure: Lithium aluminum hydride (58 mg; 0.31 mmol) was added to a solution of the 15β-ethyl-15β-methyl ketone (5) (100 mg; 0.31 mmol) in dry tetrahydrofuran (2 ml) at 0°C. The solution was stirred at 0° C. for 5 min. Saturated aqueous ammonium chloride was added and the mixture was filtered. Standard work-up of the filtrate gave 15β-ethyl-3-methoxy-15α-methylestra-1,3,5(10)-trien-17β-ol (13) (92 mg; 90%), as an oil, [α]D +70° (c 1.0); νmax 3604 cm-1 (OH); δH 0.88 (3H, t, J 7.2 Hz, 15β-CH2CH3), 0.90 (3H... Starting materials: CC(=O)OCC1=C(N2[C@@H]([C@@H](C2=O)NC(=O)/C(=N\OC)/C3=CSC(=N3)N)SC1)C(=O)O (Cefotaxime), [Na] (sodium), CC(C)(C)C1=CC=C(C=C1)C1=C(N=NS1)S (5-[4-(1,1-dimethylethyl)phenyl]-1,2,3-thiadiazole-4-thiol), [K] (potassium). Solvent: O (water). Reaction conditions: temperature 70 celsius. Product: NC=1SC=C(N1)/C(/C(=O)NC1C2SCC(=C(N2C1=O)C(=O)O)CSC=1N=NSC1C1=CC=C(C=C1)C(C)(C)C)=N/OC ((Z)-7-[[(2-Amino-4-thiazolyl)(methoxyimino)acetyl]amino]-3-[[[5-[4-(1,1-dimethylethyl)phenyl]-1,2,3-thiadiazol-4-yl]thio]methyl]-8-oxo-5-thia-1-azabicyclo-[4.2.0]oct-2-ene-2-carboxylic acid). Yield: 12.1%. As a reaction SMILES: CC(O[CH2:5][C:6]1[CH2:27][S:26][C@@H:9]2[C@H:10]([NH:13][C:14](/[C:16](/[C:20]3[N:24]=[C:23]([NH2:25])[S:22][CH:21]=3)=[N:17]\[O:18][CH3:19])=[O:15])[C:11](=[O:12])[N:8]2[C:7]=1[C:28]([OH:30])=[O:29])=O.[Na].[CH3:32][C:33]([C:36]1[CH:41]=[CH:40][C:39]([C:42]2[S:46][N:45]=[N:44][C:43]=2[SH:47])=[CH:38][CH:37]=1)([CH3:35])[CH3:34].[K]>O>[NH2:25][C:23]1[S:22][CH:21]=[C:20](/[C:16](=[N:17]/[O:18][CH3:19])/[C:14]([NH:13][CH:10]2[C:11](=[O:12])[N:8]3[CH:9]2[S:26][CH2:27][C:6]([CH2:5][S:47][C:43]2[N:44]=[N:45][S:46][C:42]=2[C:39]2[CH:40]=[CH:41][C:36]([C:33]([CH3:35])([CH3:34])[CH3:32])=[CH:37][CH:38]=2)=[C:7]3[C:28]([OH:30])=[O:29])=[O:15])[N:24]=1 |^1:30,47|. Reported procedure: A mixture of 0.5 g of Cefotaxime, sodium salt, 0.4 g of 5-[4-(1,1-dimethylethyl)phenyl]-1,2,3-thiadiazole-4-thiol, potassium salt and 16 ml of water was heated at 70° C. for 5.5 hours with pH adjustment to 6.8-7.2, then cooled and filtered. The filtrate was adjusted to pH 5 and extracted with 30 ml of ethyl acetate. The aqueous remainder was filtered through diatomaceous earth and adjusted to pH 2.5 with 2N hydrochloric acid. The resulting solid was collected, washed with water and dried, giving... Procedure: Column separation from the above example (Example 10a) gave a mixture of (S)-2-{[(2R,3R,4R,5S)-3-(3-chloro-phenyl)-4-(4-chloro-phenyl)-4-cyano-5-(2,2-dimethyl-propyl)-pyrrolidine-2-carbonyl]-amino}-3-methyl-butyric acid tert-butyl ester and (S)-2-{[(2S,3S,4S,5R)-3-(3-chloro-phenyl)-4-(4-chloro-phenyl)-4-cyano-5-(2,2-dimethyl-propyl)-pyrrolidine-2-carbonyl]-amino}-3-methyl-butyric acid tert-butyl ester (45.8 mg, 15.6%). The mixture was treated with 2NH2SO4 (catalytic) in MeOH (1 mL) at 120° C. fo... Yields the product COC([C@H](C(C)C)NC(=O)[C@H]1N[C@@H]([C@@]([C@@H]1C1=CC(=CC=C1)Cl)(C#N)C1=CC=C(C=C1)Cl)CC(C)(C)C)=O ((S)-2-{[(2S,3S,4S,5R)-3-(3-chloro-phenyl)-4-(4-chloro-phenyl)-4-cyano-5-(2,2-dimethyl-propyl)-pyrrolidine-2-carbonyl]-amino}-3-methyl-butyric acid methyl ester). As a reaction SMILES: [C:1]([O:5][C:6](=[O:40])[C@@H:7]([NH:11][C:12]([C@H:14]1[C@H:18]([C:19]2[CH:24]=[CH:23][CH:22]=[C:21]([Cl:25])[CH:20]=2)[C@:17]([C:28]2[CH:33]=[CH:32][C:31]([Cl:34])=[CH:30][CH:29]=2)([C:26]#[N:27])[C@H:16]([CH2:35][C:36]([CH3:39])([CH3:38])[CH3:37])[NH:15]1)=[O:13])[CH:8]([CH3:10])[CH3:9])(C)(C)C.C(OC(=O)[C@@H](NC([C@@H]1[C@@H](C2C=CC=C(Cl)C=2)[C@@](C2C=CC(Cl)=CC=2)(C#N)[C@@H](CC(C)(C)C)N1)=O)C(C)C)(C)(C)C>CO>[CH3:1][O:5][C:6](=[O:40])[C@@H:7]([NH:11][C:12]([C@@H:14]1[C@@H:18]([C:19]2[CH:24]=[CH:23][CH:22]=[C:21]([Cl:25])[CH:20]=2)[C@@:17]([C:28]2[CH:29]=[CH:30][C:31]([Cl:34])=[CH:32][CH:33]=2)([C:26]#[N:27])[C@@H:16]([CH2:35][C:36]([CH3:37])([CH3:39])[CH3:38])[NH:15]1)=[O:13])[CH:8]([CH3:10])[CH3:9]. The solvent is CO (MeOH). Reactants: C(C)(C)(C)OC([C@H](C(C)C)NC(=O)[C@@H]1N[C@H]([C@]([C@H]1C1=CC(=CC=C1)Cl)(C#N)C1=CC=C(C=C1)Cl)CC(C)(C)C)=O ((S)-2-{[(2R,3R,4R,5S)-3-(3-chloro-phenyl)-4-(4-chloro-phenyl)-4-cyano-5-(2,2-dimethyl-propyl)-pyrrolidine-2-carbonyl]-amino}-3-methyl-butyric acid tert-butyl ester), C(C)(C)(C)OC([C@H](C(C)C)NC(=O)[C@H]1N[C@@H]([C@@]([C@@H]1C1=CC(=CC=C1)Cl)(C#N)C1=CC=C(C=C1)Cl)CC(C)(C)C)=O ((S)-2-{[(2S,3S,4S,5R)-3-(3-chloro-phenyl)-4-(4-chloro-phenyl)-4-cyano-5-(2,2-dimethyl-propyl)-pyrrolidine-2-carbonyl]-amino}-3-methyl-butyric acid tert-butyl ester). Reactants: OCC1N(C2=CC=3C(=CC(=NC3C=C2OC1)OC(C)C)C(F)(F)F)CC(F)(F)F ((±)-2,3-dihydro-2-(hydroxymethyl)-7-isopropoxy-1-(2,2,2-trifluoroethyl)-9-(trifluoromethyl)-1H-[1,4]oxazino[3,2-g]quinoline), [H-].[Na+] (NaH), IC (iodomethane). Solvent: C1CCOC1 (THF). Product: C(C)(C)OC1=NC=2C=C3C(=CC2C(=C1)C(F)(F)F)N(C(CO3)COC)CC(F)(F)F ((±)-2,3-dihydro-7-isopropoxy-2-(methoxymethyl)-1-(2,2,2-trifluoroethyl)-9-(trifluoromethyl)-1H-[1,4]oxazino[3,2-g]quinoline). The yield is 78.9%. RXN SMILES: [OH:1][CH2:2][CH:3]1[CH2:16][O:15][C:14]2[C:5](=[CH:6][C:7]3[C:8]([C:21]([F:24])([F:23])[F:22])=[CH:9][C:10]([O:17][CH:18]([CH3:20])[CH3:19])=[N:11][C:12]=3[CH:13]=2)[N:4]1[CH2:25][C:26]([F:29])([F:28])[F:27].[H-].[Na+].I[CH3:33]>C1COCC1>[CH:18]([O:17][C:10]1[CH:9]=[C:8]([C:21]([F:22])([F:23])[F:24])[C:7]2[CH:6]=[C:5]3[N:4]([CH2:25][C:26]([F:28])([F:29])[F:27])[CH:3]([CH2:2][O:1][CH3:33])[CH2:16][O:15][C:14]3=[CH:13][C:12]=2[N:11]=1)([CH3:20])[CH3:19] |f:1.2|. Procedure: This compound was prepared by General Method 16 from (±)-2,3-dihydro-2-(hydroxymethyl)-7-isopropoxy-1-(2,2,2-trifluoroethyl)-9-(trifluoromethyl)-1H-[1,4]oxazino[3,2-g]quinoline (EXAMPLE 28) (10 mg, 0.024 mmol), NaH (4.7 mg, 0.12 mmol) and iodomethane (17 mg, 0.12 mmol) in 0.6 mL THF to afford 8.3 mg (81%) of (±)-2,3-dihydro-7-isopropoxy-2-(methoxymethyl)-1-(2,2,2-trifluoroethyl)-9-(trifluoromethyl)-1H-[1,4]oxazino[3,2-g]quinoline, a yellow solid, after flash chromatography (5:1 hexanes:EtOAc). D... The reactants are ClC=1C(=[N+](C=CC1OC)[O-])C (3-chloro-4-methoxy-2-methylpyridin-1-oxide), C(C)(=O)OC(C)=O (acetic anhydride). Yields the product C(C)(=O)OCC1=NC=CC(=C1Cl)OC ((3-Chloro-4-methoxypyridin-2-yl)methyl acetate). Reaction SMILES: [Cl:1][C:2]1[C:3]([CH3:11])=[N+:4]([O-])[CH:5]=[CH:6][C:7]=1[O:8][CH3:9].[C:12]([O:15]C(=O)C)(=[O:14])[CH3:13]>>[C:12]([O:15][CH2:11][C:3]1[C:2]([Cl:1])=[C:7]([O:8][CH3:9])[CH:6]=[CH:5][N:4]=1)(=[O:14])[CH3:13]. Reported procedure: The above 3-chloro-4-methoxy-2-methylpyridin-1-oxide (890 mg) was dissolved in acetic anhydride (12 mL), and the resulting solution was then heated under reflux for 30 minutes. After leaving to cool to room temperature, the reaction solution was concentrated under reduced pressure, and the residue was then purified by silica gel chromatography (hexane-ethyl acetate), so as to obtain the title compound (576 mg) as an oily substance. The reactants are CON=C1COC2=CN=CC(=C21)C (4-methylfuro[2,3-c]pyridin-3(2H)-one O-methyl oxime), C1(CC1)B(O)O (cyclopropylboronic acid). Yields the product CON=C1COC2=CN=CC(=C21)C2CC2 (4-cyclopropylfuro[2,3-c]pyridin-3(2H)-one O-methyl oxime). RXN SMILES: [CH3:1][O:2][N:3]=[C:4]1[C:12]2[C:7](=[CH:8][N:9]=[CH:10][C:11]=2[CH3:13])[O:6][CH2:5]1.[CH:14]1(B(O)O)C[CH2:15]1>>[CH3:1][O:2][N:3]=[C:4]1[C:12]2[C:7](=[CH:8][N:9]=[CH:10][C:11]=2[CH:13]2[CH2:15][CH2:14]2)[O:6][CH2:5]1. Procedure details: This compound was prepared using a method analogous to that of 4-methylfuro[2,3-c]pyridin-3(2H)-one O-methyl oxime (A.2.11.4), cyclopropylboronic acid replacing trimethylboroxine. Purification by CC using Hept/EtOAc (9/1 to 8/2) gives the desired product as white solid; Reactants: CCC(C)(C)C(=O)Cl, O=c1nc(-c2cc(OCC(F)(F)F)ccn2)[nH]o1, C1CCC2=NCCCN2CC1, c1ccncc1. The product is CCC(C)(C)C(=O)n1c(-c2cc(OCC(F)(F)F)ccn2)noc1=O. Reaction SMILES: [CH3:30][C:31]([C:32](=[O:33])[Cl:34])([CH2:35][CH3:36])[CH3:37].[F:12][C:13]([CH2:14][O:15][c:16]1[cH:17][c:18](-[c:22]2[nH:23][o:24][c:25](=[O:27])[n:26]2)[n:19][cH:20][cH:21]1)([F:28])[F:29].[N:1]12[CH2:2][CH2:3][CH2:4][N:5]=[C:6]1[CH2:7][CH2:8][CH2:9][CH2:10][CH2:11]2.[cH:38]1[cH:39][cH:40][n:41][cH:42][cH:43]1>>[F:12][C:13]([CH2:14][O:15][c:16]1[cH:17][c:18](-[c:22]2[n:23][o:24][c:25](=[O:27])[n:26]2[C:32]([C:31]([CH3:30])([CH2:35][CH3:36])[CH3:37])=[O:33])[n:19][cH:20][cH:21]1)([F:28])[F:29].